From a dataset of the Open Reaction Database (ORD), a public repository of structured organic reaction records. describe an organic reaction: reactants, conditions, products, and yield Reactants: C1CCOC1, [Cl-], [Cl-], [Cl-], [Cl-], [Zr+4], CC(C)(C#N)c1cnc(F)cc1-c1cccc2ccsc12. Product: CC(C)(CN)c1cnc(F)cc1-c1cccc2ccsc12. As a reaction SMILES: [CH2:22]1[O:23][CH2:24][CH2:25][CH2:26]1.[Cl-:27].[Cl-:28].[Cl-:29].[Cl-:30].[Zr+4:31].[s:1]1[c:2]2[c:3]([cH:4][cH:5]1)[cH:6][cH:7][cH:8][c:9]2-[c:10]1[c:11]([C:17]([C:18]#[N:19])([CH3:20])[CH3:21])[cH:12][n:13][c:14]([F:16])[cH:15]1>>[s:1]1[c:2]2[c:3]([cH:4][cH:5]1)[cH:6][cH:7][cH:8][c:9]2-[c:10]1[c:11]([C:17]([CH2:18][NH2:19])([CH3:20])[CH3:21])[cH:12][n:13][c:14]([F:16])[cH:15]1. Reactants: Solvent B, C(=O)(C(F)(F)F)O (TFA), C(=O)(C(F)(F)F)O (TFA), 1-trihydrochloride, Cl.CN(CCCN=C=NCC)C (1-(3-dimethylaminopropyl)-3-ethylcarbodiimide hydrochloride), ON1N=NC2=C1C=CC=C2 (1-hydroxybenzotriazole), C(C)(C)N(CC)C(C)C (diisopropylethylamine), COCC(=O)O (methoxyacetic acid), CN(C=O)C (dimethylformamide), Solvent A. Run in CO (MeOH), O (H2O), O (H2O), CO (MeOH). Run at temperature 80 celsius, time 20 minute. The product is CN1C=NC=2C1=C1C(=NC2NC)NC(=C1)C1=CC=CC(=N1)CNC(COC)=O (N-[[6-[1,6-dihydro-1-methyl-4-(methylamino)imidazo[4,5-d]pyrrolo[2,3-b]pyridin-7-yl]-2-pyridinyl]methyl]-2-methoxy-acetamide). RXN SMILES: Cl.[CH3:2][N:3]([CH3:12])[CH2:4][CH2:5][CH2:6][N:7]=[C:8]=[N:9][CH2:10]C.O[N:14]1[C:18]2[CH:19]=[CH:20][CH:21]=[CH:22][C:17]=2[N:16]=N1.C([N:26]([CH:29](C)C)CC)(C)C.[CH3:32][O:33][CH2:34][C:35]([OH:37])=O.[C:38](O)([C:40](F)(F)F)=O.C[N:46](C)C=O>O.CO>[CH3:2][N:3]1[C:4]2=[C:38]3[CH:40]=[C:10]([C:18]4[N:14]=[C:22]([CH2:17][NH:16][C:35](=[O:37])[CH2:34][O:33][CH3:32])[CH:21]=[CH:20][CH:19]=4)[NH:9][C:8]3=[N:7][C:6]([NH:26][CH3:29])=[C:5]2[N:46]=[CH:12]1 |f:0.1|. Reported procedure: To a mixture of A215.1-trihydrochloride (1.15 g, 2.76 mmol), 1-(3-dimethylaminopropyl)-3-ethylcarbodiimide hydrochloride (0.794 g, 4.14 mmol), 1-hydroxybenzotriazole (0.559 g, 4.14 mmol), and diisopropylethylamine (2.90 mL, 16.6 mmol) in anhydrous dimethylformamide (50 mL) was added methoxyacetic acid (0.320 mL, 4.14 mmol). The reaction mixture was stirred at 80° C. for 20 min. During the first 5 min, the suspension became homogeneous. The solvent was removed under reduced pressure, and the resi... The product is COc1cc2c(Oc3cc4cnccc4nc3C)ccnc2cc1O. Reaction SMILES: [CH2:1]([c:2]1[cH:3][cH:4][cH:5][cH:6][cH:7]1)[O:8][c:9]1[c:10]([O:31][CH3:32])[cH:11][c:12]2[c:13]([O:19][c:20]3[c:21]([CH3:30])[n:22][c:23]4[cH:24][cH:25][n:26][cH:27][c:28]4[cH:29]3)[cH:14][cH:15][n:16][c:17]2[cH:18]1.[CH3:33][S:34](=[O:35])(=[O:36])[OH:37].[OH:38][C:39]([C:40]([F:41])([F:42])[F:43])=[O:44]>>[OH:8][c:9]1[c:10]([O:31][CH3:32])[cH:11][c:12]2[c:13]([O:19][c:20]3[c:21]([CH3:30])[n:22][c:23]4[cH:24][cH:25][n:26][cH:27][c:28]4[cH:29]3)[cH:14][cH:15][n:16][c:17]2[cH:18]1. The reactants are COc1cc2c(Oc3cc4cnccc4nc3C)ccnc2cc1OCc1ccccc1, CS(=O)(=O)O, O=C(O)C(F)(F)F. Starting materials: C(C=C)ON[C@@H]1C(=C[C@H](NC1)C(=O)N)C(C)C ((2S,5R)-5-(allyloxyamino)-4-isopropyl-1,2,5,6-tetrahydropyridine-2-carboxamide), C(C)(C)N(C(C)C)CC (N,N-diisopropylethylamine), C(C=C)ON[C@@H]1C(=C[C@H](NC1)C(=O)N)C(C)C ((2S,5R)-5-(allyloxyamino)-4-isopropyl-1,2,5,6-tetrahydropyridine-2-carboxamide), C(C=C)ON1[C@@H]2C(=C[C@H](N(C1=O)C2)C(=O)N)C ((2S,5R)-6-(allyloxy)-4-methyl-7-oxo-1,6-diazabicyclo[3.2.1]oct-3-ene-2-carboxamide). Product: C(C=C)ON1[C@@H]2C(=C[C@H](N(C1=O)C2)C(=O)N)C(C)C ((2S,5R)-6-(allyloxy)-4-isopropyl-7-oxo-1,6-diazabicyclo[3.2.1]oct-3-ene-2-carboxamide), oil. The yield is 63.0%. As a reaction SMILES: [CH2:1]([O:4][NH:5][C@H:6]1[CH2:11][NH:10][C@H:9]([C:12]([NH2:14])=[O:13])[CH:8]=[C:7]1[CH:15]([CH3:17])[CH3:16])[CH:2]=[CH2:3].C(N(CC)C(C)C)(C)C.[CH2:27]([O:30]N1C(=O)N2C[C@H]1C(C)=C[C@H]2C(N)=O)C=C>>[CH2:1]([O:4][N:5]1[C:27](=[O:30])[N:10]2[CH2:11][C@H:6]1[C:7]([CH:15]([CH3:17])[CH3:16])=[CH:8][C@H:9]2[C:12]([NH2:14])=[O:13])[CH:2]=[CH2:3]. Procedure: The title compound was prepared from (2S,5R)-5-(allyloxyamino)-4-isopropyl-1,2,5,6-tetrahydropyridine-2-carboxamide (0.0981 g, 0.41 mmol) and N,N-diisopropylethylamine (Intermediate 42, 0.286 mL, 1.64 mmol) following the procedure described for Intermediate 16. The desired product was obtained as a light yellow oil (69 mg, 63%).